Task: describe an organic reaction: reactants, conditions, products, and yield. Dataset: the Open Reaction Database (ORD), a public repository of structured organic reaction records Starting materials: C(C1=CC=CC=C1)OC[C@@H](CO)O ((R)-3-(benzyloxy)propane-1,2-diol), n-tetrabutylammonium bromide, BrCCCCCCCCCCCC (1-bromododecane), [OH-].[K+] (potassium hydroxide). Solvent: C(C)OCC (ethyl ether), C1CCOC1 (THF). Run at time 8 hour. The product is C(CCCCCCCCCCC)O[C@@H](COCC1=CC=CC=C1)COCCCCCCCCCCCC ((R)-((2,3-bis(dodecyloxy)propoxy)methyl)benzene). As a reaction SMILES: [CH2:1]([O:8][CH2:9][C@H:10]([OH:13])[CH2:11][OH:12])[C:2]1[CH:7]=[CH:6][CH:5]=[CH:4][CH:3]=1.Br[CH2:15][CH2:16][CH2:17][CH2:18][CH2:19][CH2:20][CH2:21][CH2:22][CH2:23][CH2:24][CH2:25][CH3:26].[OH-].[K+]>C1COCC1.C(OCC)C>[CH2:15]([O:13][C@H:10]([CH2:11][O:12][CH2:26][CH2:25][CH2:24][CH2:23][CH2:22][CH2:21][CH2:20][CH2:19][CH2:18][CH2:17][CH2:16][CH3:15])[CH2:9][O:8][CH2:1][C:2]1[CH:7]=[CH:6][CH:5]=[CH:4][CH:3]=1)[CH2:16][CH2:17][CH2:18][CH2:19][CH2:20][CH2:21][CH2:22][CH2:23][CH2:24][CH2:25][CH3:26] |f:2.3|. Reported procedure: To a solution of (R)-3-(benzyloxy)propane-1,2-diol (1 eq) in THF (0.3 M) was added n-tetrabutylammonium bromide (0.2 eq), 1-bromododecane (4 eq) and potassium hydroxide (5 eq). The reaction mixture was stirred at room temperature overnight. The mixture was diluted with ethyl ether, washed with water, 1 N hydrochloric acid, water, and brine, dried over anhydrous Na2SO4, and concentrated en vaccuo. The crude mixture was purified by flash chromatography on a COMBIFLASH® system (ISCO) using 0-10% Et... The reactants are O=C(Cl)c1cccnc1, CC(=O)N(C1CC1)C1CC(C)Nc2ccccc21, Cl, [Na+], [Na+], O=C([O-])[O-], c1ccncc1. Yields the product CC(=O)N(C1CC1)C1CC(C)N(C(=O)c2cccnc2)c2ccccc21. Reaction SMILES: [C:2]([c:3]1[cH:4][n:5][cH:6][cH:7][cH:8]1)(=[O:9])[Cl:10].[CH:11]1([N:14]([C:15]([CH3:16])=[O:17])[CH:18]2[CH2:19][CH:20]([CH3:28])[NH:21][c:22]3[cH:23][cH:24][cH:25][cH:26][c:27]32)[CH2:12][CH2:13]1.[ClH:1].[Na+:29].[Na+:30].[O-:31][C:32](=[O:33])[O-:34].[cH:35]1[cH:36][cH:37][n:38][cH:39][cH:40]1>>[C:2]([c:3]1[cH:4][n:5][cH:6][cH:7][cH:8]1)(=[O:9])[N:21]1[CH:20]([CH3:28])[CH2:19][CH:18]([N:14]([CH:11]2[CH2:12][CH2:13]2)[C:15]([CH3:16])=[O:17])[c:27]2[c:22]1[cH:23][cH:24][cH:25][cH:26]2. The reactants are C([O-])(O)=O.[Na+] (sodium bicarbonate). Solvent: O (water). Product: C(=O)=O (carbon dioxide), C([O-])([O-])=O.[Na+].[Na+] (sodium carbonate). As a reaction SMILES: [C:1](=[O:4])([OH:3])[O-:2].[Na+:5]>O>[C:1](=[O:3])=[O:2].[C:1](=[O:2])([O-:4])[O-:3].[Na+:5].[Na+:5] |f:0.1,4.5.6|. Procedure: heating the recovered sodium bicarbonate to produce water, carbon dioxide and sodium carbonate, Starting materials: C[Si](C)(C)C#N (trimethylsilyl cyanide), C1(=CC=CC=C1)C1=NN2C(C3=C(C=C2)OC=C3)=C1CO ((2-phenylfuro[3,2-c]pyrazolo[1,5-a]pyridin-1-yl)methanol). Solvent: ClCCl (dichloromethane), ClCCl (dichloromethane), C(O)([O-])=O.[Na+] (sodium hydrogen carbonate). Run at time 2 hour. Yields the product C1(=CC=CC=C1)C1=NN2C(C3=C(C=C2)OC=C3)=C1CC#N ((2-phenylfuro[3,2-c]pyrazolo[1,5-a]pyridin-1-yl)acetonitrile). Yield: 72.6%. As a reaction SMILES: C[Si]([C:5]#[N:6])(C)C.[C:7]1([C:13]2[C:24]([CH2:25]O)=[C:16]3[C:17]4[CH:23]=[CH:22][O:21][C:18]=4[CH:19]=[CH:20][N:15]3[N:14]=2)[CH:12]=[CH:11][CH:10]=[CH:9][CH:8]=1>ClCCl.C(=O)([O-])O.[Na+]>[C:7]1([C:13]2[C:24]([CH2:25][C:5]#[N:6])=[C:16]3[C:17]4[CH:23]=[CH:22][O:21][C:18]=4[CH:19]=[CH:20][N:15]3[N:14]=2)[CH:8]=[CH:9][CH:10]=[CH:11][CH:12]=1 |f:3.4|. Procedure: To a solution of boron trifluoride diethyl ether complex (460 μL, 3.63 mmol) and trimethylsilyl cyanide (645 μL, 4.84 mmol) in dichloromethane (12 mL) was added a solution of (2-phenylfuro[3,2-c]pyrazolo[1,5-a]pyridin-1-yl)methanol (320 mg, 1.21 mmol) in dichloromethane (12 mL) under ice-cooling and an argon atmosphere, and the mixture was stirred for 2 hr. The reaction solution was diluted with saturated aqueous sodium hydrogen carbonate solution, and the mixture was extracted with ethyl acetat... Reactants: C1(=CC=CC=C1)NN=C1CN(CC1)C(=O)OCC (N-carbethoxy-3-pyrrolidinone phenylhydrazone), P(O)(O)(O)=O (phosphoric acid), S(O)(O)(=O)=O (sulfuric acid), C(C)O (ethanol). Reagents/catalysts: [Cl-].[Zn+2].[Cl-] (zinc chloride). Product: C(=O)(OCC)N1CC=2NC=3C=CC=CC3C2C1 (2-carbethoxy- 1,2,3,4-tetrahydropyrrolo[3,4-b]indole). RXN SMILES: C1(N[N:8]=[C:9]2[CH2:13][CH2:12][N:11]([C:14]([O:16][CH2:17][CH3:18])=[O:15])[CH2:10]2)C=CC=CC=1.P(=O)(O)(O)O.S(=O)(=O)(O)O.[CH2:29](O)[CH3:30]>[Cl-].[Zn+2].[Cl-]>[C:14]([N:11]1[CH2:12][C:13]2[C:30]3[CH:29]=[CH:12][CH:13]=[CH:9][C:10]=3[NH:8][C:9]=2[CH2:10]1)([O:16][CH2:17][CH3:18])=[O:15] |f:4.5.6|. Reported procedure: When N-carbethoxy-3-pyrrolidinone phenylhydrazone was reacted in refluxing ethanol in the presence of various strong acid catalysts such as 85% phosphoric acid, concentrated sulfuric acid and anhydrous zinc chloride, the best yield of 2-carbethoxy- 1,2,3,4-tetrahydropyrrolo[3,4-b]indole obtained was 10% of theory. The above phenylhydrazone (M.P. 138° C.) was obtained by reacting equimolar amounts of phenylhydrazine hydrochloride and N-carbethoxypyrrolidinone in refluxing ethanol. The phenylhydra... Reactants: C(C)C=1C(=NC(=CN1)CC)N[C@H]1[C@H](CC2=CC=CC=C12)O ((1R,2S)-1-[(3,6-diethylpyrazin-2-yl)amino]-2,3-dihydro-1H-inden-2-ol), CC1CCC2=C(C=CS2)C1N (5-methyl-4,5,6,7-tetrahydro-1-benzothien-4-ylamine). Product: C(C)C=1C(=NC(=CN1)CC)NC1C(CCC2=C1C=CS2)C (3,6-diethyl-N-(5-methyl-4,5,6,7-tetrahydro-1-benzothien-4-yl)pyrazin-2-amine). As a reaction SMILES: [CH2:1]([C:3]1[C:4]([NH:11][C@@H:12]2[C:20]3[C:15](=[CH:16][CH:17]=[CH:18][CH:19]=3)[CH2:14][C@@H:13]2O)=[N:5][C:6]([CH2:9][CH3:10])=[CH:7][N:8]=1)[CH3:2].CC1C(N)C2C=C[S:30]C=2CC1>>[CH2:1]([C:3]1[C:4]([NH:11][CH:12]2[C:20]3[CH:19]=[CH:18][S:30][C:15]=3[CH2:16][CH2:17][CH:13]2[CH3:14])=[N:5][C:6]([CH2:9][CH3:10])=[CH:7][N:8]=1)[CH3:2]. Reported procedure: Following the procedure for the preparation of (1R,2S)-1-[(3,6-diethylpyrazin-2-yl)amino]-2,3-dihydro-1H-inden-2-ol but substituting 5-methyl-4,5,6,7-tetrahydro-1-benzothien-4-ylamine and making non-critical variations provided the title compound as a oil: 1H NMR (400 MHz, CDCl3) δ) 7.66, 7.07, 6.91, 6.83, 5.62, 5.15, 4.46, 4.35, 3.09, 2.65-2.55, 2.28, 2.06-1.97, 1.80, 1.29, 1.11, 1.01; (MS/CI) calcd for C17H23N3S+H 301.6, found 301.9. Starting materials: ClC1=CC=C(C=C1)C#CP(OCC)(OC(=C)CCCC1=CC=CC=C1)=O (ethyl 5-phenylpent-1-en-2-yl 2-(4-chlorophenyl)ethynylphosphonate), Au(JohnPhos)NCCH3, CC(C)(C)P(C1=CC=CC=C1C2=CC=CC=C2)C(C)(C)C (JohnPhos), (2-biphenyl)di-tent-butylphosphine. The reagents and catalysts are [Au] (gold). Solvent: ClC(C)Cl (dichloroethane), ClC(C)Cl (dichloroethane). Reaction conditions: time 5 minute. Yields the product C(C)OP1(OC(=CC(=C1)C1=CC=C(C=C1)Cl)CCCC1=CC=CC=C1)=O (2-ethoxy-4-p-chlorophenyl-6-3-phenylpropyl-1,2-oxaphosphorin 2-oxide). The yield is 71.4%. Reaction SMILES: CC(P(C(C)(C)C)C1C(C2C=CC=CC=2)=CC=CC=1)(C)C.[Cl:22][C:23]1[CH:28]=[CH:27][C:26]([C:29]#[C:30][P:31](=[O:47])([O:35][C:36]([CH2:38][CH2:39][CH2:40][C:41]2[CH:46]=[CH:45][CH:44]=[CH:43][CH:42]=2)=[CH2:37])[O:32][CH2:33][CH3:34])=[CH:25][CH:24]=1>[Au].ClC(Cl)C>[CH2:33]([O:32][P:31]1(=[O:47])[CH:30]=[C:29]([C:26]2[CH:25]=[CH:24][C:23]([Cl:22])=[CH:28][CH:27]=2)[CH:37]=[C:36]([CH2:38][CH2:39][CH2:40][C:41]2[CH:42]=[CH:43][CH:44]=[CH:45][CH:46]=2)[O:35]1)[CH3:34]. Procedure details: Method 1—A gold (Ag(I)) catalyst {[Au(JohnPhos)NCCH3]+SbF6—} [JohnPhos:(2-biphenyl)di-tent-butylphosphine] (11.3 mg, 0.015 mmol) was put into a reaction container, and dichloroethane (0.4 mL) was put thereinto. After stirring at room temperature for 5 minutes, ethyl 5-phenylpent-1-en-2-yl 2-(4-chlorophenyl)ethynylphosphonate (Example 23, 116 mg, 0.3 mmol) diluted with 0.5 mL of dichloroethane was added thereto, and when all of the starting materials disappeared in the TLC, the reaction was allow...